Dataset: the Open Reaction Database (ORD), a public repository of structured organic reaction records. Task: describe an organic reaction: reactants, conditions, products, and yield Starting materials: CCCC#Cc1c(C)cccc1C(=O)NC1(C(=O)OCC)Cc2ccccc2C1, CCO. Product: CCCC=Cc1c(C)cccc1C(=O)NC1(C(=O)OCC)Cc2ccccc2C1. Reaction SMILES: [CH2:1]([CH3:2])[O:3][C:4](=[O:5])[C:6]1([NH:15][C:16]([c:17]2[c:18]([C:24]#[C:25][CH2:26][CH2:27][CH3:28])[c:19]([CH3:23])[cH:20][cH:21][cH:22]2)=[O:29])[CH2:7][c:8]2[cH:9][cH:10][cH:11][cH:12][c:13]2[CH2:14]1.[CH3:30][CH2:31][OH:32]>>[CH2:1]([CH3:2])[O:3][C:4](=[O:5])[C:6]1([NH:15][C:16]([c:17]2[c:18]([CH:24]=[CH:25][CH2:26][CH2:27][CH3:28])[c:19]([CH3:23])[cH:20][cH:21][cH:22]2)=[O:29])[CH2:7][c:8]2[cH:9][cH:10][cH:11][cH:12][c:13]2[CH2:14]1. The reactants are CCOP(=O)(CC#N)OCC, C1CCOC1, COc1cc(C(=O)c2ccc(OC)c(OC)c2OC)cc(OC)c1OC, C[Si](C)(C)[N-][Si](C)(C)C, [Li+], COc1cc(OC)cc(C(=CC#N)c2ccc3c(c2)OCCO3)c1. Product: COc1cc(C(=CC#N)c2ccc(OC)c(OC)c2OC)cc(OC)c1OC. As a reaction SMILES: [CH2:27]([O:28][P:29](=[O:30])([O:31][CH2:32][CH3:33])[CH2:35][C:36]#[N:37])[CH3:34].[CH2:72]1[O:73][CH2:74][CH2:75][CH2:76]1.[CH3:1][O:2][c:3]1[c:4]([C:13](=[O:14])[c:15]2[cH:16][c:17]([O:25][CH3:26])[c:18]([O:23][CH3:24])[c:19]([O:21][CH3:22])[cH:20]2)[cH:5][cH:6][c:7]([O:11][CH3:12])[c:8]1[O:9][CH3:10].[CH3:38][Si:39]([N-:40][Si:41]([CH3:42])([CH3:43])[CH3:44])([CH3:45])[CH3:46].[Li+:47].[O:48]1[c:49]2[cH:50][cH:51][c:52]([C:53]([c:54]3[cH:55][c:56]([O:57][CH3:58])[cH:59][c:60]([O:61][CH3:62])[cH:63]3)=[CH:64][C:65]#[N:66])[cH:67][c:68]2[O:69][CH2:70][CH2:71]1>>[CH3:1][O:2][c:3]1[c:4]([C:13]([c:15]2[cH:16][c:17]([O:25][CH3:26])[c:18]([O:23][CH3:24])[c:19]([O:21][CH3:22])[cH:20]2)=[CH:35][C:36]#[N:37])[cH:5][cH:6][c:7]([O:11][CH3:12])[c:8]1[O:9][CH3:10]. The reactants are NC1=CC=CC=C1 (Aniline), C1(=CC=CC=C1)C1=CC(=CC=C1)C1=CC=CC=C1 (m-terphenyl), C(C)(C)(C)O[Na] (t-BuONa). The reagents and catalysts are C=1C=CC(=CC1)/C=C/C(=O)/C=C/C2=CC=CC=C2.C=1C=CC(=CC1)/C=C/C(=O)/C=C/C2=CC=CC=C2.C=1C=CC(=CC1)/C=C/C(=O)/C=C/C2=CC=CC=C2.[Pd].[Pd] (Pd2(dba)3). Run in C1(=CC=CC=C1)C (toluene). Run at temperature 100 celsius. Yields the product C1(=CC=CC=C1)NC1=CC(=CC(=C1)C1=CC=CC=C1)C1=CC=CC=C1 (N-Phenyl-3,5-diphenylaniline). Yield: 83.9%. Reaction SMILES: [NH2:1][C:2]1[CH:7]=[CH:6][CH:5]=[CH:4][CH:3]=1.[C:8]1([C:14]2[CH:19]=[CH:18][CH:17]=[C:16]([C:20]3[CH:25]=[CH:24][CH:23]=[CH:22][CH:21]=3)[CH:15]=2)[CH:13]=[CH:12][CH:11]=[CH:10][CH:9]=1.C(O[Na])(C)(C)C>C1(C)C=CC=CC=1.C1C=CC(/C=C/C(/C=C/C2C=CC=CC=2)=O)=CC=1.C1C=CC(/C=C/C(/C=C/C2C=CC=CC=2)=O)=CC=1.C1C=CC(/C=C/C(/C=C/C2C=CC=CC=2)=O)=CC=1.[Pd].[Pd]>[C:2]1([NH:1][C:18]2[CH:17]=[C:16]([C:20]3[CH:25]=[CH:24][CH:23]=[CH:22][CH:21]=3)[CH:15]=[C:14]([C:8]3[CH:13]=[CH:12][CH:11]=[CH:10][CH:9]=3)[CH:19]=2)[CH:7]=[CH:6][CH:5]=[CH:4][CH:3]=1 |f:4.5.6.7.8|. Procedure details: Aniline (3 g, 10.75 mmol), m-terphenyl (3.34 g, 10.85 mmol), Pd2(dba)3 (3 mol %), and t-BuONa (1.45 g, 15.05 mmol) is dissolved in toluene in a round flask, and a solution thereof is stirred at 100° C. Upon finishing reaction thereof, the toluene is removed from the solution, and a compound is extracted from the solution by using water and dichloromethane. The compound extracted thus is separated by using silica gel. The separated substance is re-crystallized by using dichloromethane and petrole... Starting materials: C(C)OCC (diethyl ether), NC=1C=C(C(=CC1F)F)N1C=C(C(C2=CC=C(N=C12)Cl)=O)C(=O)O (1-(3-amino-4,6-difluorophenyl)-7-chloro-1,4-dihydro-4-oxo-1,8-naphthyridine-3-carboxylic acid), Cl.Cl.NC1CNC1 (3-aminoazetidine dihydrochloride), CN1CCCC1 (N-methylpyrrolidine). Solvent: C(C)#N (acetonitrile), C(C)O (ethanol). Run at temperature 80 celsius. The product is NC1CN(C1)C1=CC=C2C(C(=CN(C2=N1)C1=CC(=C(C=C1F)F)N)C(=O)O)=O (7-(3-aminoazetidin-1-yl)-1-(3-amino-4,6-difluorophenyl)-1,4-dihydro-4-oxo-1,8-naphthyridine-3-carboxylic acid). The yield is 57.2%. As a reaction SMILES: [NH2:1][C:2]1[CH:3]=[C:4]([N:10]2[C:19]3[C:14](=[CH:15][CH:16]=[C:17](Cl)[N:18]=3)[C:13](=[O:21])[C:12]([C:22]([OH:24])=[O:23])=[CH:11]2)[C:5]([F:9])=[CH:6][C:7]=1[F:8].Cl.Cl.[NH2:27][CH:28]1[CH2:31][NH:30][CH2:29]1.CN1CCCC1.C(OCC)C>C(#N)C.C(O)C>[NH2:27][CH:28]1[CH2:31][N:30]([C:17]2[N:18]=[C:19]3[C:14]([C:13](=[O:21])[C:12]([C:22]([OH:24])=[O:23])=[CH:11][N:10]3[C:4]3[C:5]([F:9])=[CH:6][C:7]([F:8])=[C:2]([NH2:1])[CH:3]=3)=[CH:15][CH:16]=2)[CH2:29]1 |f:1.2.3|. Procedure details: With stirring at 80° C., 100 mg of 1-(3-amino-4,6-difluorophenyl)-7-chloro-1,4-dihydro-4-oxo-1,8-naphthyridine-3-carboxylic acid was added to a solution of 61 mg of 3-aminoazetidine dihydrochloride and 119 mg of N-methylpyrrolidine in 3 ml of acetonitrile. The solution was stirred at 80° C. for 2 hours and 50 minutes. After the reaction solution was allowed to cool down, decantation with diethyl ether was carried out. The solid was dispersed by adding a small amount of ethanol and collected by f...